From a dataset of the Open Reaction Database (ORD), a public repository of structured organic reaction records. describe an organic reaction: reactants, conditions, products, and yield The reactants are C1(=CC=C(C=C1)CC(=O)O)C (2-p-tolylacetic acid), C(C)(C)N(C(C)C)CC (N,N diisopropylethylamine), C(C(=O)Cl)(=O)Cl (oxalyl chloride), NC(C(=O)OCC)=NO (ethyl 2-amino-2-(hydroxyimino)acetate). Run in ClCCl (dichloromethane), CN(C)C=O (DMF), N1=CC=CC=C1 (pyridine), ClCCl (dichloromethane). Product: CC1=CC=C(CC2=NC(=NO2)C(=O)OCC)C=C1 (ethyl 5-(4-methylbenzyl)-1,2,4-oxadiazole-3-carboxylate). Yield: 22.8%. As a reaction SMILES: [C:1]1([CH3:11])[CH:6]=[CH:5][C:4]([CH2:7][C:8]([OH:10])=O)=[CH:3][CH:2]=1.C(Cl)(=O)C(Cl)=O.[NH2:18][C:19](=[N:25]O)[C:20]([O:22][CH2:23][CH3:24])=[O:21].C(N(CC)C(C)C)(C)C>ClCCl.N1C=CC=CC=1.CN(C=O)C>[CH3:11][C:1]1[CH:2]=[CH:3][C:4]([CH2:7][C:8]2[O:10][N:25]=[C:19]([C:20]([O:22][CH2:23][CH3:24])=[O:21])[N:18]=2)=[CH:5][CH:6]=1. Procedure: This compound was prepared according to general method 2 with (step I) 2-p-tolylacetic acid (0.568 g; 3.78 mmol) and oxalyl chloride (0.352 mL; 4.16 mmol) in dichloromethane (12 mL) with few drops of DMF and (step II) ethyl 2-amino-2-(hydroxyimino)acetate (0.5 g; 3.78 mmol) and N,N diisopropylethylamine (1.05 mL; 6.06 mmol) in dichloromethane (6 mL) and (step III) pyridine (12 mL). The crude material was purified by flash chromatography on silica (eluent 20 to 100% ethyl acetate in heptane) to y... The reactants are [N+](=O)([O-])[O-].[K+] (potassium nitrate), ice water, S(O)(O)(=O)=O (sulfuric acid), CC1(NC(CC2=CC=CC=C12)=O)C (1,1-dimethyl-1,4-dihydroisoquinolin-3(2H)-one). Run at time 8 hour. The product is CC1(NC(CC2=CC(=CC=C12)[N+](=O)[O-])=O)C (1,1-dimethyl-6-nitro-1,4-dihydroisoquinolin-3(2H)-one). The yield is 74.6%. As a reaction SMILES: [N+:1]([O-:4])([O-])=[O:2].[K+].S(=O)(=O)(O)O.[CH3:11][C:12]1([CH3:23])[C:21]2[C:16](=[CH:17][CH:18]=[CH:19][CH:20]=2)[CH2:15][C:14](=[O:22])[NH:13]1>>[CH3:11][C:12]1([CH3:23])[C:21]2[C:16](=[CH:17][C:18]([N+:1]([O-:4])=[O:2])=[CH:19][CH:20]=2)[CH2:15][C:14](=[O:22])[NH:13]1 |f:0.1|. Reported procedure: With cooling with ice, 692 mg of potassium nitrate was added to 4 mL of sulfuric acid, and 1 g of 1,1-dimethyl-1,4-dihydroisoquinolin-3(2H)-one obtained in Production Example 33-1 was added thereto, and stirred overnight at room temperature. The reaction solution was processed with ice water, and the precipitated solid was taken out through filtration. This was washed with water, and dried at 50° C. under reduced pressure to obtain 937 mg of a mixture of the entitled compound with its position i... The reactants are [H-].[Na+] (NaH), C1(CC1)S(=O)(=O)NC(=O)C1(C(C1)C=C)NC(=O)C1C(CC(C1)O)C(=O)N(C)CCCCC=C (N-(1-Cyclopropanesulfonylaminocarbonyl-2-vinyl-cyclopropyl)-2-(hex-5-enyl-methyl-amino-carbonyl)-4-hydroxy-cyclopentane-carboxamide), ClC1=NC=CC(=N1)Cl (2,4-dichloro-pyrimidine). Solvent: CN(C)C=O (DMF). Run at temperature 0 celsius, time 2 hour. Yields the product C1(CC1)S(=O)(=O)NC(=O)C1(C(C1)C=C)NC(=O)C1C(CC(C1)OC1=NC(=NC=C1)Cl)C(=O)N(C)CCCCC=C (N-(1-Cyclopropanesulfonylaminocarbonyl-2-vinyl-cyclopropyl)-2-(hex-5-enyl-methyl-amino-carbonyl)-4-(2-chloropyrimidin-4-yloxy)-cyclopentane-carboxamide). Isolated yield 81.0%. RXN SMILES: [CH:1]1([S:4]([NH:7][C:8]([C:10]2([NH:15][C:16]([CH:18]3[CH2:22][CH:21]([OH:23])[CH2:20][CH:19]3[C:24]([N:26]([CH2:28][CH2:29][CH2:30][CH2:31][CH:32]=[CH2:33])[CH3:27])=[O:25])=[O:17])[CH2:12][CH:11]2[CH:13]=[CH2:14])=[O:9])(=[O:6])=[O:5])[CH2:3][CH2:2]1.[H-].[Na+].[Cl:36][C:37]1[N:42]=[C:41](Cl)[CH:40]=[CH:39][N:38]=1>CN(C=O)C>[CH:1]1([S:4]([NH:7][C:8]([C:10]2([NH:15][C:16]([CH:18]3[CH2:22][CH:21]([O:23][C:39]4[CH:40]=[CH:41][N:42]=[C:37]([Cl:36])[N:38]=4)[CH2:20][CH:19]3[C:24]([N:26]([CH2:28][CH2:29][CH2:30][CH2:31][CH:32]=[CH2:33])[CH3:27])=[O:25])=[O:17])[CH2:12][CH:11]2[CH:13]=[CH2:14])=[O:9])(=[O:6])=[O:5])[CH2:2][CH2:3]1 |f:1.2|. Procedure: Compound 10e (43 mg, 89.3 mmol) was dissolved in DMF (2 ml) and the solution was cooled to 0° C. and NaH (11 mg, 0.27 mmol) was added. After 0.5 h 2,4-dichloro-pyrimidine was added. The reaction was stirred at 0° C. for 2 h and then quenched by addition of citric acid. The reaction mixture was extracted with DCM (3×10 ml) and the combined organic phases were washed with citric acid, water and brine. The organic phase was dried over MgSO4 and filtered. The solvent was removed in vacuo to yield th... Starting materials: CO, COC(=O)C=COc1cc(F)cc(F)c1. The product is COC(=O)CCOc1cc(F)cc(F)c1. Reaction SMILES: [CH3:16][OH:17].[F:1][c:2]1[cH:3][c:4]([O:5][CH:6]=[CH:7][C:8](=[O:9])[O:10][CH3:11])[cH:12][c:13]([F:15])[cH:14]1>>[F:1][c:2]1[cH:3][c:4]([O:5][CH2:6][CH2:7][C:8](=[O:9])[O:10][CH3:11])[cH:12][c:13]([F:15])[cH:14]1. Reactants: N, Cc1nc(NC(=N)N)sc1C(=O)N1CCC(COCC(=O)OC(C)(C)C)C1, O=C([O-])C(F)(F)F, O. RXN SMILES: [NH3:35].[NH:1]([C:2](=[NH:3])[NH2:4])[c:5]1[s:6][c:7]([C:11](=[O:12])[N:13]2[CH2:14][CH:15]([CH2:18][O:19][CH2:20][C:21](=[O:22])[O:23][C:24]([CH3:25])([CH3:26])[CH3:27])[CH2:16][CH2:17]2)[c:8]([CH3:10])[n:9]1.[O-:28][C:29]([C:30]([F:31])([F:32])[F:33])=[O:34].[OH2:36]>>[NH:1]([C:2](=[NH:3])[NH2:4])[c:5]1[s:6][c:7]([C:11](=[O:12])[N:13]2[CH2:14][CH:15]([CH2:18][O:19][CH2:20][C:21](=[O:22])[OH:23])[CH2:16][CH2:17]2)[c:8]([CH3:10])[n:9]1. The product is Cc1nc(NC(=N)N)sc1C(=O)N1CCC(COCC(=O)O)C1.